Task: describe an organic reaction: reactants, conditions, products, and yield. Dataset: the Open Reaction Database (ORD), a public repository of structured organic reaction records The reactants are CC(=O)c1cc(C(C)(C)C)c2c(c1)C(C)(C)CO2, C[Si](C)(C)OS(=O)(=O)C(F)(F)F, CC(C)=O, CCN(C(C)C)C(C)C, ClCCl. Product: CC(C)(O)CC(=O)c1cc(C(C)(C)C)c2c(c1)C(C)(C)CO2. As a reaction SMILES: [C:1]([CH3:2])([CH3:3])([CH3:4])[c:5]1[cH:6][c:7]([C:16]([CH3:17])=[O:18])[cH:8][c:9]2[c:10]1[O:11][CH2:12][C:13]2([CH3:14])[CH3:15].[CH3:28][Si:29]([O:30][S:31]([C:32]([F:33])([F:34])[F:35])(=[O:36])=[O:37])([CH3:38])[CH3:39].[CH3:40][C:41]([CH3:42])=[O:43].[CH:19]([N:20]([CH:21]([CH3:22])[CH3:23])[CH2:24][CH3:25])([CH3:26])[CH3:27].[Cl:44][CH2:45][Cl:46]>>[C:1]([CH3:2])([CH3:3])([CH3:4])[c:5]1[cH:6][c:7]([C:16]([CH2:17][C:41]([CH3:40])([CH3:42])[OH:43])=[O:18])[cH:8][c:9]2[c:10]1[O:11][CH2:12][C:13]2([CH3:14])[CH3:15]. The reactants are S(O)(O)(=O)=O (sulfuric acid), FC=1C=C(C(C(=O)O)O)C=C(C1)F (3,5-difluoromandelic acid), CO (methanol). The product is FC=1C=C(C(C(=O)OC)O)C=C(C1)F (methyl 3,5-difluoromandelate). RXN SMILES: S(=O)(=O)(O)O.[F:6][C:7]1[CH:8]=[C:9]([CH:15]=[C:16]([F:18])[CH:17]=1)[CH:10]([OH:14])[C:11]([OH:13])=[O:12].[CH3:19]O>>[F:6][C:7]1[CH:8]=[C:9]([CH:15]=[C:16]([F:18])[CH:17]=1)[CH:10]([OH:14])[C:11]([O:13][CH3:19])=[O:12]. Reported procedure: 2 ml of sulfuric acid at 95% by mass are added to 2 g of 3,5-difluoromandelic acid in solution in 25 ml of methanol, and the mixture is kept under reflux for 6 hours. The medium is concentrated, the residue is taken up in ethyl acetate and washed with a sodium hydroxide solution (0.1 N). The organic phase is dried over anhydrous sodium sulfate and 2 g of oil are obtained. Starting materials: Cl (HCl), COC(CNC(C)(C)C)=O (tert-Butylamino-acetic acid methyl ester), [OH-].[Li+] (lithium hydroxide). Solvent: O1CCOCC1 (dioxane), O (water). Reaction conditions: time 2 hour. Yields the product C(C)(C)(C)NCC(=O)O (tert-Butylamino-acetic Acid). RXN SMILES: C[O:2][C:3](=[O:10])[CH2:4][NH:5][C:6]([CH3:9])([CH3:8])[CH3:7].[OH-].[Li+].Cl>O1CCOCC1.O>[C:6]([NH:5][CH2:4][C:3]([OH:10])=[O:2])([CH3:9])([CH3:8])[CH3:7] |f:1.2|. Reported procedure: To a solution of tert-Butylamino-acetic acid methyl ester (Maybridge), 122 mg (0.84 mmol) in 10 mL of dioxane was added a solution of 60 mg (2.52 mmol) of lithium hydroxide in 10 mL of water. The reaction mixture was stirred for two hours, acidified to pH=1 with 5 N HCl and concentrated to dryness to yield the crude desired product which was carried on without further purification. MS (IS) 132.1 (M+1). Reactants: N1CCC2(CC1)CN(C1=CC=CC=C12)C(=O)OC(C)(C)C.FC1=C(C=CC(=C1)OCC1=CC=C(C=C1)C)CCC(=O)O (tert-butyl spiro[indole-3,4′-piperidine]-1(2H)-carboxylate 3-{2-fluoro-4-[(4-methylbenzyl)oxy]phenyl}propanoic acid), Cl (HCl), CO (methanol), CO (methanol). Conditions: time 1 hour. Product: Cl.FC1=C(C=CC(=C1)OCC1=CC=C(C=C1)CN1CCC2(CC1)CNC1=CC=CC=C12)CCC(=O)OC (Methyl 3-[2-fluoro-4-[[4-(spiro[indoline-3,4′-piperidine]-1′-ylmethyl)phenyl]methoxy]phenyl]propanoate hydrochloride). Yield: 64.0%. As a reaction SMILES: [NH:1]1[CH2:6][CH2:5][C:4]2([C:14]3[C:9](=[CH:10][CH:11]=[CH:12][CH:13]=3)[N:8](C(OC(C)(C)C)=O)[CH2:7]2)[CH2:3][CH2:2]1.[F:22][C:23]1[CH:28]=[C:27]([O:29][CH2:30][C:31]2[CH:36]=[CH:35][C:34]([CH3:37])=[CH:33][CH:32]=2)[CH:26]=[CH:25][C:24]=1[CH2:38][CH2:39][C:40]([OH:42])=[O:41].[ClH:43].[CH3:44]O>>[ClH:43].[F:22][C:23]1[CH:28]=[C:27]([O:29][CH2:30][C:31]2[CH:36]=[CH:35][C:34]([CH2:37][N:1]3[CH2:2][CH2:3][C:4]4([C:14]5[C:9](=[CH:10][CH:11]=[CH:12][CH:13]=5)[NH:8][CH2:7]4)[CH2:5][CH2:6]3)=[CH:33][CH:32]=2)[CH:26]=[CH:25][C:24]=1[CH2:38][CH2:39][C:40]([O:42][CH3:44])=[O:41] |f:0.1,4.5|. Procedure: To a solution of tert-butyl spiro[indole-3,4′-piperidine]-1(2H)-carboxylate-3-{2-fluoro-4-[(4-methylbenzyl)oxy]phenyl}propanoic acid (0.12 g, 0.208 mmol) in methanol (5 mL), is added HCl in methanol (4 M, 5 mL) at 0° C. The reaction mixture is allowed to warm to room temperature and stirred for 1 hour. The reaction mixture is evaporated to dryness to give the title compound as a pale yellow solid (0.07 g, 64%). ESI/MS m/z 489.6 (M+H)+. Starting materials: BrC1=C(C=C(C=C1)O)C (4-bromo-3-methylphenol), C(C)(=O)OC(C)=O (acetic anhydride). Solvent: [OH-].[Na+] (NaOH). Run at time 1 hour. The product is C(C)(=O)OC1=CC(=C(C=C1)Br)C (4-Bromo-3-methylphenol acetate). Reaction SMILES: [Br:1][C:2]1[CH:7]=[CH:6][C:5]([OH:8])=[CH:4][C:3]=1[CH3:9].[C:10](OC(=O)C)(=[O:12])[CH3:11]>[OH-].[Na+]>[C:10]([O:8][C:5]1[CH:6]=[CH:7][C:2]([Br:1])=[C:3]([CH3:9])[CH:4]=1)(=[O:12])[CH3:11] |f:2.3|. Reported procedure: A stirred mixture of 4-bromo-3-methylphenol (184.1 g) and aqueous NaOH (850 ml, 2M) at 20° C. is treated with acetic anhydride (136 ml) and stirred at room temperature for 1 h. The suspension is extracted with diethyl ether (3×300 ml) and the combined extracts are washed with aqueous NaOH (2×100 ml 2M), dried (Na2SO4) and filtered. The solvent is evaporated off under reduced pressure to yield the title compound as an oil. The reactants are C(C)(=O)OCC(=O)/N=C(\C1=CC=C(C=C1)C(C(C)C)(C1=NC=C(C=C1)OCC1=NC=CC=C1)C)/N ({[(1E)-amino(4-{1,2-dimethyl-1-[5-(pyridin-2-ylmethoxy)pyridin-2-yl]propyl}phenyl)methylene]amino}-2-oxoethyl acetate). Solvent: C=1(C(=CC=CC1)C)C (xylene). Product: C(C)(=O)OCC1=NC(=NO1)C1=CC=C(C=C1)C(C(C)C)(C1=NC=C(C=C1)OCC1=NC=CC=C1)C ([3-(4-{1,2-dimethyl-1-[5-(pyridin-2-ylmethoxy)pyridin-2-yl]propyl}phenyl)-1,2,4-oxadiazol-5-yl]methyl acetate). Reaction SMILES: [C:1]([O:4][CH2:5][C:6](/[N:8]=[C:9](/[NH2:35])\[C:10]1[CH:15]=[CH:14][C:13]([C:16]([CH3:34])([C:20]2[CH:25]=[CH:24][C:23]([O:26][CH2:27][C:28]3[CH:33]=[CH:32][CH:31]=[CH:30][N:29]=3)=[CH:22][N:21]=2)[CH:17]([CH3:19])[CH3:18])=[CH:12][CH:11]=1)=[O:7])(=[O:3])[CH3:2]>C1(C)C(C)=CC=CC=1>[C:1]([O:4][CH2:5][C:6]1[O:7][N:35]=[C:9]([C:10]2[CH:11]=[CH:12][C:13]([C:16]([CH3:34])([C:20]3[CH:25]=[CH:24][C:23]([O:26][CH2:27][C:28]4[CH:33]=[CH:32][CH:31]=[CH:30][N:29]=4)=[CH:22][N:21]=3)[CH:17]([CH3:19])[CH3:18])=[CH:14][CH:15]=2)[N:8]=1)(=[O:3])[CH3:2]. Reported procedure: A stirred solution of 3b (0.896 mmol) in xylene (6.00 mL) was heated to 110° C. for approximately 1 h. After cooling to rt, the reaction mixture was concentrated in vacuo to afford the title compound 3c, which was used without further purification in the subsequent reaction. m/z (ES) 473 (MH)+.